From a dataset of the Open Reaction Database (ORD), a public repository of structured organic reaction records. describe an organic reaction: reactants, conditions, products, and yield The reactants are substituted pyridazinones, O.[Sn](Cl)(Cl)(Cl)Cl (tin chloride hydrate), N(=O)[O-].[Na+] (sodium nitrite), FC(OC1=CC=C(N)C=C1)(F)F (4-trifluoromethoxyaniline), ( III ), ( I ), C1(\C=C/C(=O)O1)=O (maleic anhydride). RXN SMILES: [N:1]([O-])=O.[Na+].[F:5][C:6]([F:16])([F:15])[O:7][C:8]1[CH:14]=[CH:13][C:11]([NH2:12])=[CH:10][CH:9]=1.O.[Sn](Cl)(Cl)(Cl)Cl.[C:23]1(=[O:29])O[C:26](=[O:27])[CH:25]=[CH:24]1>O.Cl>[F:5][C:6]([F:15])([F:16])[O:7][C:8]1[CH:14]=[CH:13][C:11]([N:12]2[C:26](=[O:27])[CH:25]=[CH:24][C:23]([OH:29])=[N:1]2)=[CH:10][CH:9]=1 |f:0.1,3.4|. The product is FC(OC1=CC=C(C=C1)N1N=C(C=CC1=O)O)(F)F (1-(4-trifluoromethoxyphenyl)-3-hydroxy-1,6-dihydropyridazin-6-one). The yield is 48.5%. Procedure details: The substituted pyridazinones of the formula (III), to be used as starting materials for the preparation of the compounds of the formula (I), could be prepared, for example, as follows: ##STR7## A solution of 68.3 g of sodium nitrite in 135 ml of water was added dropwise, at 0°-5° C., to a solution of 133 g (0.75 mol) of 4-trifluoromethoxyaniline in 300 ml of concentrated hydrochloric acid and 300 ml of water. After the end of the addition, the reaction mixture was allowed to run, at 5°-10° C., ... Reaction conditions: temperature 100 celsius. The solvent is Cl (hydrochloric acid), O (water), Cl (hydrochloric acid), O (water).